Dataset: the Open Reaction Database (ORD), a public repository of structured organic reaction records. Task: describe an organic reaction: reactants, conditions, products, and yield Reactants: [BH4-].[Na+] (NaBH4), O=C1CC(C1)C(=O)OCC (ethyl 3-oxocyclobutanecarboxylate), O (water). Solvent: C(C)O (ethanol). Reaction conditions: temperature -30 celsius, time 0.5 hour. Yields the product O[C@H]1C[C@H](C1)C(=O)OCC (ethyl cis-3-hydroxycyclobutanecarboxylate). Yield: 80.6%. RXN SMILES: [O:1]=[C:2]1[CH2:5][CH:4]([C:6]([O:8][CH2:9][CH3:10])=[O:7])[CH2:3]1.[BH4-].[Na+].O>C(O)C>[OH:1][C@@H:2]1[CH2:5][C@H:4]([C:6]([O:8][CH2:9][CH3:10])=[O:7])[CH2:3]1 |f:1.2|. Reported procedure: To a cooled (-30° C.) solution of ethyl 3-oxocyclobutanecarboxylate (J. Org. Chem. 1988, 53, 3481) (18.1 g, 130 mmol) in ethanol (100 ml) was added NaBH4 (4.92 g, 130 mmol) in small potions over 0.25 h. The reaction mixture was stirred at -30° C. for 0.5 h and then at room temperature for 0.5 h. The reaction mixture was poured into water (200 ml) and extracted with ether (500 ml). The organic phase was washed with brine (200 ml), dried (MgSO4) and concentrated. The residue was distilled to affor... The reactants are CI NH3, C(=O)(OC(C)(C)C)N1[C@@H](CC1)COC=1C=NC(=C(C1)CNC(=O)C=1OC=CC1)Cl (3-(1-BOC-2-(S)-azetidinylmethoxy)-6-chloro-5-(N-2-furoylamino)methylpyridine), CO (MeOH), Cl (hydrochloride), Cl.CCOCC (HCl Et2O), Cl (HCl). The solvent is O (H2O). Product: Cl.N1[C@@H](CC1)COC=1C=NC(=C(C1)CNC(=O)C=1OC=CC1)Cl (3-(2-(S)-Azetidinylmethoxy)-6-chloro-5-(N-2-furoylamino)methylpyridine hydrochloride). The yield is 64.0%. RXN SMILES: C([N:8]1[CH2:11][CH2:10][C@H:9]1[CH2:12][O:13][C:14]1[CH:15]=[N:16][C:17]([Cl:29])=[C:18]([CH2:20][NH:21][C:22]([C:24]2[O:25][CH:26]=[CH:27][CH:28]=2)=[O:23])[CH:19]=1)(OC(C)(C)C)=O.Cl.Cl.CCOCC.CO>O>[ClH:29].[NH:8]1[CH2:11][CH2:10][C@H:9]1[CH2:12][O:13][C:14]1[CH:15]=[N:16][C:17]([Cl:29])=[C:18]([CH2:20][NH:21][C:22]([C:24]2[O:25][CH:26]=[CH:27][CH:28]=2)=[O:23])[CH:19]=1 |f:2.3,6.7|. Procedure details: The product of step 213a (0.20 g, 0.50 mmol) was deprotected and isolated as the free base in 64% yield according to the procedure of Example 20b, followed by conversion to the hydrochloride with HCl/Et2O. [α]D23 +21.67 (c 0.7, MeOH); 1H NMR (D2O, 300 MHz) δ 2.66 (dd, J=8.5, 16.5 Hz, 2H), 4.02-4.17 (m, 2H), 4.42 (d, J=4.0 Hz, 2H), 4.64 (s, 2H), 4.88 (m, 1H), 6.68 (dd, J=1.5, 5.5 Hz, 1H), 7.23 (dd, J=1.0, 3.5 Hz, 1H), 7.52 (d, J=3.0 Hz, 1H), 7.72 (d, J=1.5 Hz, 1H), 8.11 (d, J=2.5 Hz, 1H); MS (CI/... Starting materials: Cl (hydrochloric acid), C(#N)C1(CCOC2=C1C=C(C=C2)OC)C(C#N)C#N (4-cyano-3,4-dihydro-6-methoxy-2H-1-benzopyran-4-malononitrile), C(C)(=O)O (acetic acid), CCOCC.O (ether water). The product is C(=O)(O)C1(CCOC2=C1C=C(C=C2)O)CC(=O)O (4-carboxy-3,4-dihydro-6-hydroxy-2H-1-benzopyran-4-acetic acid). RXN SMILES: Cl.C(C1(C(C#N)C#N)[C:9]2[CH:10]=[C:11]([O:14]C)[CH:12]=[CH:13][C:8]=2[O:7][CH2:6][CH2:5]1)#N.CC[O:23][CH2:24][CH3:25].[OH2:26].[C:27]([OH:30])(=[O:29])[CH3:28]>>[C:27]([C:28]1([CH2:25][C:24]([OH:26])=[O:23])[C:13]2[CH:12]=[C:11]([OH:14])[CH:10]=[CH:9][C:8]=2[O:7][CH2:6][CH2:5]1)([OH:30])=[O:29] |f:2.3|. Reported procedure: Concentrated hydrochloric acid is added to a mixture of 4-cyano-3,4-dihydro-6-methoxy-2H-1-benzopyran-4-malononitrile (42.76 g, 0.1688 mol) in acetic acid at 30° C. The reaction mixture is heated at reflux for three days, cooled and concentrated in vacuo to give a brown solid. The solid is stirred in an ether/water mixture, filtered, washed sequentially with ether and water and dried to obtain 4-carboxy-3,4-dihydro-6-hydroxy-2H-1-benzopyran-4-acetic acid as a gray solid (10.25 g) which is identi... Starting materials: NC1=NNC(=C1C(=O)OCC)CC (3-amino-4-carboethoxy-5-ethylpyrazole), CN(C=CC(=O)C=1C=NC=CC1)C (3-dimethylamino-1-(3-pyridyl)-2-propen-1-one). Solvent: C(C)(=O)O (acetic acid). The product is C(C)OC(=O)C=1C(=NN2C1N=CC=C2C=2C=NC=CC2)CC (2-Ethyl-7-(3-pyridyl)pyrazolo[1,5-a]pyrimidine-3-carboxylic acid ethyl ester). As a reaction SMILES: [NH2:1][C:2]1[C:6]([C:7]([O:9][CH2:10][CH3:11])=[O:8])=[C:5]([CH2:12][CH3:13])[NH:4][N:3]=1.CN(C)[CH:16]=[CH:17][C:18]([C:20]1[CH:21]=[N:22][CH:23]=[CH:24][CH:25]=1)=O>C(O)(=O)C>[CH2:10]([O:9][C:7]([C:6]1[C:5]([CH2:12][CH3:13])=[N:4][N:3]2[C:18]([C:20]3[CH:21]=[N:22][CH:23]=[CH:24][CH:25]=3)=[CH:17][CH:16]=[N:1][C:2]=12)=[O:8])[CH3:11]. Procedure: As for Example 2, 1.83 g. of 3-amino-4-carboethoxy-5-ethylpyrazole is heated at reflux temperature for 16 hours with 1.76 g. of 3-dimethylamino-1-(3-pyridyl)-2-propen-1-one in 25 ml. of glacial acetic acid to give 1.20 g. of the product of the example as colorless crystals, m.p. 119°-120° C.